This data is from the Open Reaction Database (ORD), a public repository of structured organic reaction records. The task is: describe an organic reaction: reactants, conditions, products, and yield The reactants are CC(C)Br, O=C([O-])[O-], COC(=O)c1cc2c(O)cccc2o1, [K+], [K+], CN(C)C=O. Yields the product COC(=O)c1cc2c(OC(C)C)cccc2o1. Reaction SMILES: [Br:15][CH:16]([CH3:17])[CH3:18].[C:19](=[O:20])([O-:21])[O-:22].[CH3:1][O:2][C:3](=[O:4])[c:5]1[o:6][c:7]2[c:8]([cH:9]1)[c:10]([OH:14])[cH:11][cH:12][cH:13]2.[K+:23].[K+:24].[O:25]=[CH:26][N:27]([CH3:28])[CH3:29]>>[CH3:1][O:2][C:3](=[O:4])[c:5]1[o:6][c:7]2[c:8]([cH:9]1)[c:10]([O:14][CH:16]([CH3:17])[CH3:18])[cH:11][cH:12][cH:13]2. The reactants are [Al+3], C1CCOC1, CO, [H-], [H-], [H-], [H-], [H-], [Li+], [Na+], COC(=O)c1cnc2c(c1)[nH]c(=O)c1cccn12, O. Yields the product O=c1[nH]c2cc(CO)cnc2n2cccc12. RXN SMILES: [Al+3:22].[CH2:27]1[O:28][CH2:29][CH2:30][CH2:31]1.[CH3:32][OH:33].[H-:19].[H-:21].[H-:24].[H-:25].[H-:26].[Li+:23].[Na+:20].[O:1]=[c:2]1[c:3]2[n:4]([c:5]3[c:6]([nH:7]1)[cH:8][c:9]([C:12](=[O:13])[O:14][CH3:15])[cH:10][n:11]3)[cH:16][cH:17][cH:18]2.[OH2:34]>>[O:1]=[c:2]1[c:3]2[n:4]([c:5]3[c:6]([nH:7]1)[cH:8][c:9]([CH2:12][OH:13])[cH:10][n:11]3)[cH:16][cH:17][cH:18]2. Starting materials: C1CCOC1, COC(=O)c1ccc2c(C3CCCCC3)c(-c3ccc(OC)cc3)n(CCO[Si](C)(C)C(C)(C)C)c2c1Cl, CCCC[N+](CCCC)(CCCC)CCCC, [F-]. Product: COC(=O)c1ccc2c(C3CCCCC3)c(-c3ccc(OC)cc3)n(CCO)c2c1Cl. Reaction SMILES: [CH2:57]1[O:58][CH2:59][CH2:60][CH2:61]1.[CH3:1][O:2][C:3](=[O:4])[c:5]1[cH:6][cH:7][c:8]2[c:9]([CH:33]3[CH2:34][CH2:35][CH2:36][CH2:37][CH2:38]3)[c:10](-[c:25]3[cH:26][cH:27][c:28]([O:31][CH3:32])[cH:29][cH:30]3)[n:11]([CH2:15][CH2:16][O:17][Si:18]([C:19]([CH3:20])([CH3:21])[CH3:22])([CH3:23])[CH3:24])[c:12]2[c:13]1[Cl:14].[CH3:40][CH2:41][CH2:42][CH2:43][N+:44]([CH2:45][CH2:46][CH2:47][CH3:48])([CH2:49][CH2:50][CH2:51][CH3:52])[CH2:53][CH2:54][CH2:55][CH3:56].[F-:39]>>[CH3:1][O:2][C:3](=[O:4])[c:5]1[cH:6][cH:7][c:8]2[c:9]([CH:33]3[CH2:34][CH2:35][CH2:36][CH2:37][CH2:38]3)[c:10](-[c:25]3[cH:26][cH:27][c:28]([O:31][CH3:32])[cH:29][cH:30]3)[n:11]([CH2:15][CH2:16][OH:17])[c:12]2[c:13]1[Cl:14]. Reactants: C[N+]1(CCOCC1)[O-] (NMMO), C[N+]1(CCOCC1)[O-] (NMMO), amine-oxides, monohydrate, O (water), cellulose, C[N+]1(CCOCC1)[O-] (NMMO), monohydrate. Product: CN1CCOCC1 (N-methyl-morpholine), N1CCOCC1 (morpholine), C=O (formaldehyde), C(=O)=O (CO2). Reaction SMILES: [CH3:1][N+:2]1([O-])[CH2:7][CH2:6][O:5][CH2:4][CH2:3]1.[OH2:9]>>[CH3:1][N:2]1[CH2:7][CH2:6][O:5][CH2:4][CH2:3]1.[NH:2]1[CH2:7][CH2:6][O:5][CH2:4][CH2:3]1.[CH2:4]=[O:5].[C:6](=[O:5])=[O:9]. Procedure details: Additionally, amine-oxides, and particularly NMMO, have a limited thermal stability, which varies depending on their structure. The monohydrate of NMMO melts at temperatures of approximately 72° C., and the water-free compound melts at 172° C. When the monohydrate is heated, strong discolourings will occur from a temperature of 120°/130° C. on. Such temperatures however are common in processes for the production of cellulose moulded bodies. From 175° C. on, strong exothermal reactions will occur... Procedure details: To 3,6-difluoro-2-(3-amino-1-pyrrolidinyl)-5-nitrobenzyl alcohol (43 mg) is added acetic anhydride (0.5 ml) at room temperature. The mixture is stirred at the same temperature for 10 minutes, and the reaction mixture is diluted with water and extracted with dichloromethane. The organic layer is washed with water and aqueous saturated sodium chloride in this order and dried over anhydrous magnesium sulfate, and then solvent is distilled off. The resulting residue is purified by silica gel column ... Solvent: O (water). Reaction SMILES: [F:1][C:2]1[C:3]([N:14]2[CH2:18][CH2:17][CH:16]([NH2:19])[CH2:15]2)=[C:4]([C:7]([F:13])=[C:8]([N+:10]([O-:12])=[O:11])[CH:9]=1)[CH2:5][OH:6].[C:20](OC(=O)C)(=[O:22])[CH3:21]>O>[C:20]([NH:19][CH:16]1[CH2:17][CH2:18][N:14]([C:3]2[C:2]([F:1])=[CH:9][C:8]([N+:10]([O-:12])=[O:11])=[C:7]([F:13])[C:4]=2[CH2:5][OH:6])[CH2:15]1)(=[O:22])[CH3:21]. Yields the product C(C)(=O)NC1CN(CC1)C1=C(CO)C(=C(C=C1F)[N+](=O)[O-])F (2-(3-acetylamino-1-pyrrolidinyl)-3,6-difluoro-5-nitrobenzyl alcohol). The reactants are FC=1C(=C(CO)C(=C(C1)[N+](=O)[O-])F)N1CC(CC1)N (3,6-difluoro-2-(3-amino-1-pyrrolidinyl)-5-nitrobenzyl alcohol), C(C)(=O)OC(C)=O (acetic anhydride). Conditions: time 10 minute. Reactants: CC(C)(C)OC(=O)N1CCc2[nH]c3ccc(F)cc3c2C1, CNCCNC, Cc1ccccc1, [Cu]I, Ic1ccccc1, [K+], [K+], [K+], O=P([O-])([O-])[O-]. Yields the product CC(C)(C)OC(=O)N1CCc2c(c3cc(F)ccc3n2-c2ccccc2)C1. As a reaction SMILES: [C:1]([CH3:2])([CH3:3])([CH3:4])[O:5][C:6](=[O:7])[N:8]1[CH2:9][c:10]2[c:11]([nH:12][c:13]3[cH:14][cH:15][c:16]([F:19])[cH:17][c:18]23)[CH2:20][CH2:21]1.[CH3:37][NH:38][CH2:39][CH2:40][NH:41][CH3:42].[CH3:43][c:44]1[cH:45][cH:46][cH:47][cH:48][cH:49]1.[Cu:50][I:51].[I:30][c:31]1[cH:32][cH:33][cH:34][cH:35][cH:36]1.[K+:27].[K+:28].[K+:29].[P:22]([O-:23])([O-:24])([O-:25])=[O:26]>>[C:1]([CH3:2])([CH3:3])([CH3:4])[O:5][C:6](=[O:7])[N:8]1[CH2:9][c:10]2[c:11]([n:12](-[c:31]3[cH:32][cH:33][cH:34][cH:35][cH:36]3)[c:13]3[cH:14][cH:15][c:16]([F:19])[cH:17][c:18]23)[CH2:20][CH2:21]1. Starting materials: BrB(Br)Br, CCCCCC, COc1ccc(C(Cc2ccc(F)cc2)NC=O)cc1, ClCCl. The product is O=CNC(Cc1ccc(F)cc1)c1ccc(O)cc1. RXN SMILES: [B:24]([Br:25])([Br:26])[Br:27].[CH3:28][CH2:29][CH2:30][CH2:31][CH2:32][CH3:33].[CH3:4][O:5][c:6]1[cH:7][cH:8][c:9]([CH:12]([CH2:13][c:14]2[cH:15][cH:16][c:17]([F:20])[cH:18][cH:19]2)[NH:21][CH:22]=[O:23])[cH:10][cH:11]1.[Cl:1][CH2:2][Cl:3]>>[OH:5][c:6]1[cH:7][cH:8][c:9]([CH:12]([CH2:13][c:14]2[cH:15][cH:16][c:17]([F:20])[cH:18][cH:19]2)[NH:21][CH:22]=[O:23])[cH:10][cH:11]1. The reactants are CCOC(=O)Cc1cn(Cc2ccc(OCc3nc(-c4ccco4)oc3C)nc2)nc1OCC, CCO, Cl, [Na+], C1CCOC1, [OH-]. The product is CCOc1nn(Cc2ccc(OCc3nc(-c4ccco4)oc3C)nc2)cc1CC(=O)O. Reaction SMILES: [CH2:1]([CH3:2])[O:3][c:4]1[n:5][n:6]([CH2:15][c:16]2[cH:17][n:18][c:19]([O:22][CH2:23][c:24]3[n:25][c:26](-[c:30]4[o:31][cH:32][cH:33][cH:34]4)[o:27][c:28]3[CH3:29])[cH:20][cH:21]2)[cH:7][c:8]1[CH2:9][C:10](=[O:11])[O:12][CH2:13][CH3:14].[CH3:43][CH2:44][OH:45].[ClH:42].[Na+:36].[O:37]1[CH2:38][CH2:39][CH2:40][CH2:41]1.[OH-:35]>>[CH2:1]([CH3:2])[O:3][c:4]1[n:5][n:6]([CH2:15][c:16]2[cH:17][n:18][c:19]([O:22][CH2:23][c:24]3[n:25][c:26](-[c:30]4[o:31][cH:32][cH:33][cH:34]4)[o:27][c:28]3[CH3:29])[cH:20][cH:21]2)[cH:7][c:8]1[CH2:9][C:10](=[O:11])[OH:12]. The solvent is C(C)O (ethanol), C1(=CC=CC=C1)C (toluene), O (water). RXN SMILES: [S:1]1[C:5]2[CH:6]=[CH:7][CH:8]=[CH:9][C:4]=2[CH:3]=[C:2]1B(O)O.I[C:14]1[CH:19]=[CH:18][CH:17]=[CH:16][CH:15]=1.C(=O)([O-])[O-].[Na+].[Na+]>C(O)C.C1(C)C=CC=CC=1.O.C1(P(C2C=CC=CC=2)C2C=CC=CC=2)C=CC=CC=1.C1(P(C2C=CC=CC=2)C2C=CC=CC=2)C=CC=CC=1.C1(P(C2C=CC=CC=2)C2C=CC=CC=2)C=CC=CC=1.C1(P(C2C=CC=CC=2)C2C=CC=CC=2)C=CC=CC=1.[Pd]>[C:14]1([C:2]2[S:1][C:5]3[CH:6]=[CH:7][CH:8]=[CH:9][C:4]=3[CH:3]=2)[CH:19]=[CH:18][CH:17]=[CH:16][CH:15]=1 |f:2.3.4,8.9.10.11.12|. Procedure details: A solution of benzothiopheneboronic acid (1 g, 5.61 mmol) in ethanol (23 mL) was added to a mixture of iodobenzene (560 μL, 5 mmol), palladium tetrakis(triphenylphosphine) (460 mg, 0.4 mmol) and sodium carbonate (2.38 g, 22.4 mmol) in a mixture of toluene (15 mL) and water (15 mL). The reaction mixture was refluxed for 6 hours and then concentrated in vacuo. The residue was partitioned between ethyl acetate (30 mL) and water (10 mL). The biphasic mixture was acidified with an aqueous solution of... The yield is 60.0%. The reagents and catalysts are C1(=CC=CC=C1)P(C1=CC=CC=C1)C1=CC=CC=C1.C1(=CC=CC=C1)P(C1=CC=CC=C1)C1=CC=CC=C1.C1(=CC=CC=C1)P(C1=CC=CC=C1)C1=CC=CC=C1.C1(=CC=CC=C1)P(C1=CC=CC=C1)C1=CC=CC=C1.[Pd] (palladium tetrakis(triphenylphosphine)). Starting materials: S1C(=CC2=C1C=CC=C2)B(O)O (benzothiopheneboronic acid), IC1=CC=CC=C1 (iodobenzene), C([O-])([O-])=O.[Na+].[Na+] (sodium carbonate). The product is C1(=CC=CC=C1)C=1SC2=C(C1)C=CC=C2 (2-phenyl-1-benzothiophene). Reactants: C(C1=CC=CC=C1)OC[C@@H](C[C@@H]1N(C(OC1)(C)C)C(=O)OC(C)(C)C)C(C)C (tert-butyl 4(S)-(2(S)-benzyloxymethyl-3-methylbutyl)-2,2-dimethyl-oxazolidine-3-carboxylate). Reagents/catalysts: [Pd] (Pd/C). Run in O1CCCC1 (tetrahydrofuran). Yields the product OC[C@@H](C[C@@H]1N(C(OC1)(C)C)C(=O)OC(C)(C)C)C(C)C (tert-Butyl 4(S)-(2(S)-hydroxymethyl-3-methylbutyl)-2,2-dimethyloxazolidine-3-carboxylate), SiO2. Reaction SMILES: C([O:8][CH2:9][C@H:10]([CH:26]([CH3:28])[CH3:27])[CH2:11][C@H:12]1[CH2:16][O:15][C:14]([CH3:18])([CH3:17])[N:13]1[C:19]([O:21][C:22]([CH3:25])([CH3:24])[CH3:23])=[O:20])C1C=CC=CC=1>O1CCCC1.[Pd]>[OH:8][CH2:9][C@H:10]([CH:26]([CH3:28])[CH3:27])[CH2:11][C@H:12]1[CH2:16][O:15][C:14]([CH3:18])([CH3:17])[N:13]1[C:19]([O:21][C:22]([CH3:25])([CH3:24])[CH3:23])=[O:20]. Procedure details: A solution of 3.58 g of tert-butyl 4(S)-(2(S)-benzyloxymethyl-3-methylbutyl)-2,2-dimethyl-oxazolidine-3-carboxylate in 100 ml of tetrahydrofuran is hydrogenated at room temperature in the presence of 0.720 g of 10% Pd/C over 1 hour. The reaction mixture is clarified by filtration and the filtrate is concentrated by evaporation. The title compound is obtained from the residue by means of flash chromatography (SiO2 60F) as a yellowish oil. Rf=0.28 (1:2 EtOAc-heptane); Rt=4.48 (gradient I).